This data is from the Open Reaction Database (ORD), a public repository of structured organic reaction records. The task is: describe an organic reaction: reactants, conditions, products, and yield Starting materials: S(O)(O)(=O)=O (sulfuric acid), C(C)(C)N=NC1(CCCCC1)C#N (1-isopropylazo-1-cyanocylohexane), ice. Solvent: ice. Run at temperature 25 celsius, time 0.5 hour. Product: C(C)(C)N=NC1(CCCCC1)C(N)=O (1-Isopropylazo-1-carbamylcyclohexane). Reaction SMILES: S(=O)(=O)(O)[OH:2].[CH:6]([N:9]=[N:10][C:11]1([C:17]#[N:18])[CH2:16][CH2:15][CH2:14][CH2:13][CH2:12]1)([CH3:8])[CH3:7]>>[CH:6]([N:9]=[N:10][C:11]1([C:17](=[O:2])[NH2:18])[CH2:16][CH2:15][CH2:14][CH2:13][CH2:12]1)([CH3:8])[CH3:7]. Reported procedure: To 100 ml of 96% sulfuric acid cooled to 0° C in an ice bath was added 13.5 grams (.0755 moles) of 1-isopropylazo-1-cyanocylohexane (from Example 4-b-6) dropwise over 1/2 hour while holding the temperature at 0° C. After the addition was complete the temperature was allowed to rise to 10° C over 1/2 hour and to 25° C over another 1/2 hour and then stirred another 1/2 hour at 25° C. The reaction mixture was poured onto 1/2 liter of ice and stirred until all of the ice dissolved. A white solid tha... The reactants are C1=CC2=C(C=C1N=C=S)C(=O)OC23C4=C(C=C(C=C4)O)OC5=C3C=CC(=C5)O (fluorescein isothiocyanate), [OH-].[Na+] (NaOH), Sephadex, [Al] (aluminum), Cl (HCl). Run at time 8 hour. Yields the product C=1C=CC(=C(C1)C2=C3C=CC(=O)C=C3OC4=C2C=CC(=C4)O)C(=O)O (fluorescein). RXN SMILES: [CH:1]1[C:6](N=C=S)=[CH:5][C:4]2[C:10]([O:12][C:13]3([C:23]4[CH:24]=[CH:25][C:26]([OH:28])=[CH:27][C:22]=4[O:21][C:15]4[CH:16]=[C:17]([OH:20])[CH:18]=[CH:19][C:14]3=4)[C:3]=2[CH:2]=1)=[O:11].[Al].Cl.[OH-].[Na+]>>[CH:1]1[CH:6]=[CH:5][C:4]([C:10]([OH:12])=[O:11])=[C:3]([C:13]2[C:14]3[CH:19]=[CH:18][C:17]([OH:20])=[CH:16][C:15]=3[O:21][C:22]3[C:23]=2[CH:24]=[CH:25][C:26]([CH:27]=3)=[O:28])[CH:2]=1 |f:3.4|. Procedure details: Into a scintillation vial was placed 180mgs of BSA (2.6×10-6Moles) (Pentex, crystallized) dissolved in 6mls H2O containing 180mgs K2CO3. To this was added 18.3mgs fluorescein isothiocyanate (FITC) (4.85×10-5Moles) and the mixture was stoppered, covered with aluminum foil then placed in the center hole of a vortex mixer and shaken gently overnight at room temperature. The following morning the reaction mixture was acidified to pH 4 with 1N HCl (heavy precipitate), then made basic to pH 8 with 0.1...